The task is: describe an organic reaction: reactants, conditions, products, and yield. This data is from the Open Reaction Database (ORD), a public repository of structured organic reaction records. The reactants are Cl (hydrochloric acid), C(C)(=O)OC=1N=C(C=2CCN(C(C2C1OC)=O)CC1=CC(=C(C=C1)F)Cl)C(=O)OCC (ethyl 3-(acetyloxy)-6-(3-chloro-4-fluorobenzyl)-4-methoxy-5-oxo-5,6,7,8-tetrahydro-2,6-naphthyridine-1-carboxylate), O.[OH-].[Li+] (lithium hydroxide monohydrate), O (water). Run in C(C)O (ethanol). Product: ClC=1C=C(CN2C(C3=C(C(NC(=C3CC2)C(=O)O)=O)OC)=O)C=CC1F (6-(3-Chloro-4-fluorobenzyl)-4-methoxy-3,5-dioxo-2,3,5,6,7,8-hexahydro-2,6-naphthyridine-1-carboxylic acid). Reaction SMILES: C([O:4][C:5]1[N:6]=[C:7]([C:27]([O:29]CC)=[O:28])[C:8]2[CH2:9][CH2:10][N:11]([CH2:18][C:19]3[CH:24]=[CH:23][C:22]([F:25])=[C:21]([Cl:26])[CH:20]=3)[C:12](=[O:17])[C:13]=2[C:14]=1[O:15][CH3:16])(=O)C.O.[OH-].[Li+].O.Cl>C(O)C>[Cl:26][C:21]1[CH:20]=[C:19]([CH:24]=[CH:23][C:22]=1[F:25])[CH2:18][N:11]1[CH2:10][CH2:9][C:8]2[C:13](=[C:14]([O:15][CH3:16])[C:5](=[O:4])[NH:6][C:7]=2[C:27]([OH:29])=[O:28])[C:12]1=[O:17] |f:1.2.3|. Reported procedure: A mixture of ethyl 3-(acetyloxy)-6-(3-chloro-4-fluorobenzyl)-4-methoxy-5-oxo-5,6,7,8-tetrahydro-2,6-naphthyridine-1-carboxylate (217 g, 0.48 mol), lithium hydroxide monohydrate (70.7 g, 1.67 mol), and water (320 mL) in ethanol (1.8 L) was sonicated for 20 minutes. The reaction mixture was cooled in an ice-water bath and treated with hydrochloric acid (425 mL, 3 M). The resultant light yellow solid was filtered, washed successively with water (1 L), a 3:2 v/v mixture of water and ethanol (500 mL)... Starting materials: FC1(CCC(CC1)C(=O)OCC)F (ethyl 4,4-difluorocyclohexanecarboxylate), Cl (HCl). RXN SMILES: [F:1][C:2]1([F:13])[CH2:7][CH2:6][CH:5]([C:8]([O:10]CC)=[O:9])[CH2:4][CH2:3]1.Cl>[OH-].[NH4+]>[F:1][C:2]1([F:13])[CH2:3][CH2:4][CH:5]([C:8]([OH:10])=[O:9])[CH2:6][CH2:7]1 |f:2.3|. Yields the product FC1(CCC(CC1)C(=O)O)F (4,4-difluorocyclohexanecarboxylic acid), white solid. Run at temperature 60 celsius, time 8 hour. Reported procedure: A suspension of ethyl 4,4-difluorocyclohexanecarboxylate (2500 mg, 13 mmol) in ammonium hydroxide (28%, 50 ml) was stirred at 60° C. overnight. After removal of solvent, the residue was washed with water. The precipitate was obtained as product (white solid, 800 mg). 1H NMR (300 MHz, CDCl3): δ 5.31-5.45 (br, 2H), 2.02-2.27 (m, 3H), 1.92-2.02 (m, 2H), 1.72-1.87 (m, 4H). The mother liquor was acidified with 1N HCl to pH<1. The compound was extracted with EtOAc. The organic layer was washed with wa... The solvent is [OH-].[NH4+] (ammonium hydroxide). Starting materials: [OH-].[K+] (potassium hydroxide), N1=CC(=CC=C1)S(=O)(=O)O (pyridine-3-sulfonic acid), P(Cl)(Cl)(Cl)(Cl)Cl (phosphorus pentachloride), ON1N=NC2=C1C=CC=C2 (1-hydroxy-1,2,3-benzotriazole), C([O-])([O-])=O.[K+].[K+] (potassium carbonate). The solvent is CCOCC (ether), O (water), CCOCC (ether), C1=CC=CC=C1 (benzene), O (water). Reaction conditions: temperature 150 celsius. The product is N1=CC(=CC=C1)S(=O)(=O)ON1N=NC2=C1C=CC=C2 (1-(3-pyridylsulfonyloxy)-1,2,3-benzotriazole). Yield: 69.1%. RXN SMILES: [N:1]1[CH:6]=[CH:5][CH:4]=[C:3]([S:7]([OH:10])(=[O:9])=[O:8])[CH:2]=1.P(Cl)(Cl)(Cl)(Cl)Cl.O[N:18]1[C:22]2[CH:23]=[CH:24][CH:25]=[CH:26][C:21]=2[N:20]=[N:19]1.C(=O)([O-])[O-].[K+].[K+].[OH-].[K+]>CCOCC.O.C1C=CC=CC=1>[N:1]1[CH:6]=[CH:5][CH:4]=[C:3]([S:7]([O:10][N:18]2[C:22]3[CH:23]=[CH:24][CH:25]=[CH:26][C:21]=3[N:20]=[N:19]2)(=[O:9])=[O:8])[CH:2]=1 |f:3.4.5,6.7|. Reported procedure: To pyridine-3-sulfonic acid (6 g) is added powdery phosphorus pentachloride (15.8 g) and the mixture is heated at 150° C. for 3 hours. The reaction mixture is concentrated under a reduced pressure at 60° to 70° C. and thereto is added anhydrous xylene. The mixture is concentrated under a reduced pressure and thereto is further added anhydrous xylene, and the mixture is again concentrated. To the resulting residue is gradually added water (20 ml) under cooling with dry ice-acetone to give a solut... Reactants: FC1=CC=C(C=C1)C=1OC=C(N1)C(CN)C (2-(2-(4-fluorophenyl)oxazol-4-yl)propan-1-amine), FC(C1=NC(=NO1)C=1C=NC=C(C(=O)O)C1)(F)F (5-(5-(trifluoromethyl)-1,2,4-oxadiazol-3-yl)nicotinic acid). The product is FC1=CC=C(C=C1)C=1OC=C(N1)C(CNC(C1=CN=CC(=C1)C1=NOC(=N1)C(F)(F)F)=O)C (N-(2-(2-(4-Fluorophenyl)oxazol-4-yl)propyl)-5-(5-(trifluoromethyl)-1,2,4-oxadiazol-3-yl)nicotinamide). Isolated yield 28.0%. Reaction SMILES: [F:1][C:2]1[CH:7]=[CH:6][C:5]([C:8]2[O:9][CH:10]=[C:11]([CH:13]([CH3:16])[CH2:14][NH2:15])[N:12]=2)=[CH:4][CH:3]=1.[F:17][C:18]([F:34])([F:33])[C:19]1[O:23][N:22]=[C:21]([C:24]2[CH:25]=[N:26][CH:27]=[C:28]([CH:32]=2)[C:29](O)=[O:30])[N:20]=1>>[F:1][C:2]1[CH:3]=[CH:4][C:5]([C:8]2[O:9][CH:10]=[C:11]([CH:13]([CH3:16])[CH2:14][NH:15][C:29](=[O:30])[C:28]3[CH:32]=[C:24]([C:21]4[N:20]=[C:19]([C:18]([F:34])([F:33])[F:17])[O:23][N:22]=4)[CH:25]=[N:26][CH:27]=3)[N:12]=2)=[CH:6][CH:7]=1. Procedure: This compound was synthesized from 2-(2-(4-fluorophenyl)oxazol-4-yl)propan-1-amine and 5-(5-(trifluoromethyl)-1,2,4-oxadiazol-3-yl)nicotinic acid as described in example 8 step 6 (75 mg, yield 28%) as a yellow solid. 1H NMR (400 MHz, CDCl3) δ 9.47-9.46 (d, J=2.0 Hz, 1H), 9.33 (d, J=2.0 Hz, 1H), 8.88-8.87 (t, J=2.1 Hz, 1H), 8.11-8.04 (m, 3H), 7.54 (d, J=1.0 Hz, 1H), 7.18-7.14 (t, J=8.8 Hz, 2H), 4.02-3.96 (ddd, J=13.2 Hz, 6.5 Hz, 4.1 Hz, 1H), 3.53-3.46 (ddd, J=13.1 Hz, 9.0 Hz, 4.3 Hz, 1H), 3.20-3.... Starting materials: ice water, NC1=C(C(=NN1)C1=CC=C(C=C1)F)C1=CC=NC=C1 (5-amino-3-(4-fluorophenyl)-4-(pyridin-4-yl)pyrazole), C(C1=CC=CC=C1)(=O)CC(C1=CC=CC=C1)=O (dibenzoylmethane), Cl (hydrochloric acid), C([O-])(O)=O.[Na+] (sodium bicarbonate). The solvent is C(C)O (ethanol). Product: C1(=CC=CC=C1)C1=NC=2N(C(=C1)C1=CC=CC=C1)N=C(C2C2=CC=NC=C2)C2=CC=C(C=C2)F (5,7-diphenyl-2-(4-fluorophenyl)-3-(pyridin-4-yl)pyrazolo[1,5-a]pyrimidine). The yield is 93.9%. Reaction SMILES: [NH2:1][C:2]1[NH:6][N:5]=[C:4]([C:7]2[CH:12]=[CH:11][C:10]([F:13])=[CH:9][CH:8]=2)[C:3]=1[C:14]1[CH:19]=[CH:18][N:17]=[CH:16][CH:15]=1.[C:20]([CH2:28][C:29](=O)[C:30]1[CH:35]=[CH:34][CH:33]=[CH:32][CH:31]=1)(=O)[C:21]1[CH:26]=[CH:25][CH:24]=[CH:23][CH:22]=1.Cl.C(=O)(O)[O-].[Na+]>C(O)C>[C:21]1([C:20]2[CH:28]=[C:29]([C:30]3[CH:31]=[CH:32][CH:33]=[CH:34][CH:35]=3)[N:6]3[N:5]=[C:4]([C:7]4[CH:12]=[CH:11][C:10]([F:13])=[CH:9][CH:8]=4)[C:3]([C:14]4[CH:19]=[CH:18][N:17]=[CH:16][CH:15]=4)=[C:2]3[N:1]=2)[CH:26]=[CH:25][CH:24]=[CH:23][CH:22]=1 |f:3.4|. Reported procedure: A mixture of 5-amino-3-(4-fluorophenyl)-4-(pyridin-4-yl)pyrazole (153 mg), dibenzoylmethane (162 mg) and conc. hydrochloric acid (0.1 ml) in ethanol (5 ml) was refluxed for 4 hours. The reaction mixture was cooled and poured into ice-water. The mixture was neutralized with an aqueous saturated sodium bicarbonate solution. The separated oil was extracted with dichloromethane and the extract was washed with brine, dried and concentrated in vacuo. The residue was purified by column chromatography o...